From a dataset of the Open Reaction Database (ORD), a public repository of structured organic reaction records. describe an organic reaction: reactants, conditions, products, and yield Solvent: O (water), CN(C)C=O (DMF). Reaction conditions: time 4 hour. Product: ClC1=C(C=CC=2C(C3=CC(=CC=C3OC12)Cl)=O)OCC(=O)O (4,7-dichloro-9-oxo-9H-xanthene-3-yloxyacetic acid). Reactants: [OH-].[Na+] (sodium hydroxide), Cl (hydrochloric acid), ClC1=C(C=CC=2C(C3=CC(=CC=C3OC12)Cl)=O)O (4,7-dichloro-3-hydroxy-9-oxo-9H-xanthene), C([O-])([O-])=O.[K+].[K+] (potassium carbonate), BrCC(=O)OCC (ethyl bromoacetate). Procedure details: A mixture of 4,7-dichloro-3-hydroxy-9-oxo-9H-xanthene (2.0 g), potassium carbonate (3.4 g), ethyl bromoacetate (4.2 g) and DMF (60 ml) was stirred at 60°-65° C. for 4 hours. After cooling the mixture, sodium hydroxide (4 g) and water (100 ml) were added and the resulting mixture was stirred at 90°-100° C. for 30 minutes. After cooling, the mixture was rendered acidic with hydrochloric acid and the solid crystal was recovered by filtration, washed with water and dried. Recrystallization from DMF ... Isolated yield 53.9%. RXN SMILES: [Cl:1][C:2]1[C:15]2[O:14][C:13]3[C:8](=[CH:9][C:10]([Cl:16])=[CH:11][CH:12]=3)[C:7](=[O:17])[C:6]=2[CH:5]=[CH:4][C:3]=1[OH:18].C(=O)([O-])[O-].[K+].[K+].Br[CH2:26][C:27]([O:29]CC)=[O:28].[OH-].[Na+].Cl>O.CN(C=O)C>[Cl:1][C:2]1[C:15]2[O:14][C:13]3[C:8](=[CH:9][C:10]([Cl:16])=[CH:11][CH:12]=3)[C:7](=[O:17])[C:6]=2[CH:5]=[CH:4][C:3]=1[O:18][CH2:26][C:27]([OH:29])=[O:28] |f:1.2.3,5.6|. The reactants are C(C=C)C1CN2C(C3=CC(=CC=C13)OC)=NC=C(C2=O)C(=O)OCC (ethyl (±)-7-allyl-6,7-dihydro-10-methoxy-4-oxo-4H-pyrimido[2,1-a]isoquinoline-3-carboxylate). Reagents/catalysts: [Pd] (palladium on carbon). The solvent is C(Cl)Cl (methylene chloride), CC=1C=CC(=CC1)C(C)C (p-cymene). The product is COC1=CC=C2C(=CN3C(C2=C1)=NC=C(C3=O)C(=O)OCC)CCC (Ethyl 10-Methoxy-4-oxo-7-propyl-4H-pyrimido[2,1-a]isoquinoline-3-carboxylate). Isolated yield 62.6%. Reaction SMILES: [CH2:1]([CH:4]1[C:13]2[C:8](=[CH:9][C:10]([O:14][CH3:15])=[CH:11][CH:12]=2)[C:7]2=[N:16][CH:17]=[C:18]([C:21]([O:23][CH2:24][CH3:25])=[O:22])[C:19](=[O:20])[N:6]2[CH2:5]1)[CH:2]=[CH2:3]>CC1C=CC(C(C)C)=CC=1.[Pd].C(Cl)Cl>[CH3:15][O:14][C:10]1[CH:9]=[C:8]2[C:13]([C:4]([CH2:1][CH2:2][CH3:3])=[CH:5][N:6]3[C:19](=[O:20])[C:18]([C:21]([O:23][CH2:24][CH3:25])=[O:22])=[CH:17][N:16]=[C:7]32)=[CH:12][CH:11]=1. Procedure details: A mixture of ethyl (±)-7-allyl-6,7-dihydro-10-methoxy-4-oxo-4H-pyrimido[2,1-a]isoquinoline-3-carboxylate (190 mgs.) in p-cymene (5 ml.) containing 10% palladium on carbon (50 mgs.) was refluxed for 4 hours. The mixture was cooled, diluted with methylene chloride and filtered to remove the catalyst. The filtrate was evaporated to dryness in vacuo and the residue recrystallized from ethanol, with charcoal treatment, to give yellow needles of title product (119 mgs., 63%), m.p. 187°-188°. Product: C1(CCCC1)N(C=1C(=NC2=CC=C(C=C2N1)C(=O)O)C1=CC=C(C=C1)F)C (3-(cyclopentyl(methyl)amino)-2-(4-fluorophenyl)quinoxaline-6-carboxylic acid). Starting materials: C1(CCCC1)N(C=1C(=NC2=CC=C(C=C2N1)C(=O)OC)C1=CC=C(C=C1)F)C (methyl 3-(cyclopentyl(methyl)amino)-2-(4-fluorophenyl)quinoxaline-6-carboxylate), [OH-].[Na+] (sodium hydroxide). Yield: 17.3%. Solvent: CO (methanol), O (water). Procedure details: To a solution of methyl 3-(cyclopentyl(methyl)amino)-2-(4-fluorophenyl)quinoxaline-6-carboxylate (120.0 mg, crude) in methanol (20 mL) was added sodium hydroxide (50.0 mg, 1.25 mmol) in water (1 mL). The resulting solution was stirred overnight at room temperature and then concentrated in vacuo. The residue was dissolved in water (15 mL) and adjusted to pH 6 with hydrochloric acid (1N). The product was precipitated and filtered to afford 3-(cyclopentyl(methyl)amino)-2-(4-fluorophenyl)quinoxaline... Reaction conditions: time 8 hour. As a reaction SMILES: [CH:1]1([N:6]([CH3:28])[C:7]2[C:8]([C:21]3[CH:26]=[CH:25][C:24]([F:27])=[CH:23][CH:22]=3)=[N:9][C:10]3[C:15]([N:16]=2)=[CH:14][C:13]([C:17]([O:19]C)=[O:18])=[CH:12][CH:11]=3)[CH2:5][CH2:4][CH2:3][CH2:2]1.[OH-].[Na+]>CO.O>[CH:1]1([N:6]([CH3:28])[C:7]2[C:8]([C:21]3[CH:22]=[CH:23][C:24]([F:27])=[CH:25][CH:26]=3)=[N:9][C:10]3[C:15]([N:16]=2)=[CH:14][C:13]([C:17]([OH:19])=[O:18])=[CH:12][CH:11]=3)[CH2:2][CH2:3][CH2:4][CH2:5]1 |f:1.2|. Reactants: C(C=C)OC=1C=C2C=CC(NC2=C(C1)C)=O (6-allyloxy-8-methylcarbostyril), CN(C1=CC=CC=C1)C (N,N-dimethylaniline). Solvent: CCCCCC (n-Hexane). Reaction conditions: temperature 200 celsius, time 11 hour. Yields the product C(C=C)C1=C2C=CC(NC2=C(C=C1O)C)=O (5-allyl-6-hydroxy-8-methylcarbostyril). Isolated yield 92.6%. As a reaction SMILES: C([O:4][C:5]1[CH:6]=[C:7]2[C:12](=[C:13]([CH3:15])[CH:14]=1)[NH:11][C:10](=[O:16])[CH:9]=[CH:8]2)C=C.CN(C)[C:19]1[CH:24]=CC=C[CH:20]=1>CCCCCC>[CH2:24]([C:6]1[C:5]([OH:4])=[CH:14][C:13]([CH3:15])=[C:12]2[C:7]=1[CH:8]=[CH:9][C:10](=[O:16])[NH:11]2)[CH:19]=[CH2:20]. Procedure details: To 6-allyloxy-8-methylcarbostyril (10.11 (47.0 mmol)), N,N-dimethylaniline (25 ml) was added, and the mixture was stirred in a bath of 200° C. for 11 hours. Subsequently, the mixture was cooled. n-Hexane was added to the cooled mixture. The precipitated crystals were collected by filtration, and were washed with chloroform. The washed material was subjected to a recrystallizing procedure (chloroform--methanol--n-hexane) to obtain 9.36 g of 5-allyl-6-hydroxy-8-methylcarbostyril as colorless needl... Starting materials: C1(=CC=CC=C1)CC(=O)O (phenylacetic acid), NC=1C(N(C(N(C1N)CCCCC1=CC=C(C=C1)[N+](=O)[O-])=O)CCC)=O (5,6-diamino-1-[4-(4-nitrophenyl)butyl]-3-propyluracil). Product: C(C1=CC=CC=C1)C1=NC=2N(C(N(C(C2N1)=O)CCC)=O)CCCCC1=CC=C(C=C1)[N+](=O)[O-] (8-benzyl-1-propyl-3-[4-(4-nitrophenyl)butyl]xanthine). RXN SMILES: [C:1]1([CH2:7][C:8](O)=O)[CH:6]=[CH:5][CH:4]=[CH:3][CH:2]=1.[NH2:11][C:12]1[C:13](=[O:36])[N:14]([CH2:33][CH2:34][CH3:35])[C:15](=[O:32])[N:16]([CH2:19][CH2:20][CH2:21][CH2:22][C:23]2[CH:28]=[CH:27][C:26]([N+:29]([O-:31])=[O:30])=[CH:25][CH:24]=2)[C:17]=1[NH2:18]>>[CH2:7]([C:8]1[NH:11][C:12]2[C:13](=[O:36])[N:14]([CH2:33][CH2:34][CH3:35])[C:15](=[O:32])[N:16]([CH2:19][CH2:20][CH2:21][CH2:22][C:23]3[CH:24]=[CH:25][C:26]([N+:29]([O-:31])=[O:30])=[CH:27][CH:28]=3)[C:17]=2[N:18]=1)[C:1]1[CH:6]=[CH:5][CH:4]=[CH:3][CH:2]=1. Procedure details: By the method of Example 2, phenylacetic acid is reacted with 5,6-diamino-1-[4-(4-nitrophenyl)butyl]-3-propyluracil to yield 8-benzyl-1-propyl-3-[4-(4-nitrophenyl)butyl]xanthine. In turn, 5,6-diamino-3-propyl-1-[4-(4-nitroyphenyl)butyl]-3-uracil is made by the synthetic methods of Example 1, starting with n-propyl isocyanate and 4-(4-nitrophenyl)butylamine. By the methods of Example 3 and Example 4,8-benzyl-3-[4-(4-nitrophenyl)butyl]-1-propylxanthine is alkylated with a mixture of 1,2-dichloroet... The reactants are C(C)(C)(C)OC(NC1=C(C=C(C(=C1)N(C)C)C(F)(F)F)NC(CC(=O)C1=CC(=CC=C1)C=1N(N=CC1COC1OCCCC1)C)=O)=O ((RS)-[5-dimethylamino-2-(3-{3-[2-methyl-4-(tetrahydro-pyran-2-yloxymethyl)-2H-pyrazol-3-yl]-phenyl}-3-oxo-propionyl-amino)-4-trifluoromethyl-phenyl]-carbamic acid tert.-butyl ester), C(=O)(C(F)(F)F)O (TFA). The solvent is C(Cl)Cl (CH2Cl2). Yields the product CN(C1=CC2=C(NC(CC(=N2)C2=CC(=CC=C2)C=2N(N=CC2CO)C)=O)C=C1C(F)(F)F)C (7-Dimethylamino-4-[3-(4-hydroxymethyl-2-methyl-2H-pyrazol-3-yl)-phenyl]-8-trifluoromethyl-1,3-dihydro-benzo[b][1,4]diazepin-2-one), solid. As a reaction SMILES: C(OC(=O)[NH:7][C:8]1[CH:13]=[C:12]([N:14]([CH3:16])[CH3:15])[C:11]([C:17]([F:20])([F:19])[F:18])=[CH:10][C:9]=1[NH:21][C:22](=[O:46])[CH2:23][C:24]([C:26]1[CH:31]=[CH:30][CH:29]=[C:28]([C:32]2[N:33]([CH3:45])[N:34]=[CH:35][C:36]=2[CH2:37][O:38]C2CCCCO2)[CH:27]=1)=O)(C)(C)C.C(O)(C(F)(F)F)=O>C(Cl)Cl>[CH3:15][N:14]([CH3:16])[C:12]1[C:11]([C:17]([F:18])([F:20])[F:19])=[CH:10][C:9]2[NH:21][C:22](=[O:46])[CH2:23][C:24]([C:26]3[CH:31]=[CH:30][CH:29]=[C:28]([C:32]4[N:33]([CH3:45])[N:34]=[CH:35][C:36]=4[CH2:37][OH:38])[CH:27]=3)=[N:7][C:8]=2[CH:13]=1. Reported procedure: The title compound was prepared from (RS)-[5-dimethylamino-2-(3-{3-[2-methyl-4-(tetrahydro-pyran-2-yloxymethyl)-2H-pyrazol-3-yl]-phenyl}-3-oxo-propionyl-amino)-4-trifluoromethyl-phenyl]-carbamic acid tert.-butyl ester (Example M63) by treatment with TFA in CH2Cl2 according to the general procedure N. Obtained as a yellow solid (272 mg). Reactants: C(C)(C)(C)OC(=O)N1CC2C(CC1)C1=C(O2)C=CC(=C1)S(=O)(=O)C1=CC(=CC=C1)Cl (6-(3-Chloro-benzenesulfonyl)-3,4,4a,9a-tetrahydro-1H-benzo[4,5]furo[2,3-c]pyridine-2-carboxylic acid tert-butyl ester), C(=O)(C(F)(F)F)O (TFA). Solvent: C(Cl)Cl (DCM). Reaction conditions: time 3 hour. Product: ClC=1C=C(C=CC1)S(=O)(=O)C=1C=CC2=C(C1)C1C(CNCC1)O2 (6-[(3-chlorophenyl)sulfonyl]-1,2,3,4,4a,9a-hexahydro[1]benzofuro[2,3-c]pyridine), FC(C(=O)O)(F)F (trifluoroacetic acid). Reaction SMILES: C(OC([N:8]1[CH2:13][CH2:12][CH:11]2[C:14]3[CH:20]=[C:19]([S:21]([C:24]4[CH:29]=[CH:28][CH:27]=[C:26]([Cl:30])[CH:25]=4)(=[O:23])=[O:22])[CH:18]=[CH:17][C:15]=3[O:16][CH:10]2[CH2:9]1)=O)(C)(C)C.[C:31]([OH:37])([C:33]([F:36])([F:35])[F:34])=[O:32]>C(Cl)Cl>[Cl:30][C:26]1[CH:25]=[C:24]([S:21]([C:19]2[CH:18]=[CH:17][C:15]3[O:16][CH:10]4[CH2:9][NH:8][CH2:13][CH2:12][CH:11]4[C:14]=3[CH:20]=2)(=[O:22])=[O:23])[CH:29]=[CH:28][CH:27]=1.[F:34][C:33]([F:36])([F:35])[C:31]([OH:37])=[O:32]. Reported procedure: 6-(3-Chloro-benzenesulfonyl)-3,4,4a,9a-tetrahydro-1H-benzo[4,5]furo[2,3-c]pyridine-2-carboxylic acid tert-butyl ester (0.20 mmol, 1.0 eq) was dissolved into 20% TFA in DCM and shaken at room temperature for 3 h. The reaction solution was then concentrated and the crude product purified by preparative LC/MS to afford 6-[(3-chlorophenyl)sulfonyl]-1,2,3,4,4a,9a-hexahydro[1]benzofuro[2,3-c]pyridine as a trifluoroacetic acid salt. MS m/z 350 [M+H]+ Starting materials: C[O-], CS(C)=O, CO, COc1ccc(CN(CCCN)c2ccccn2)cc1, [Na+], [Na], O. Yields the product NCCCN(Cc1ccc(O)cc1)c1ccccn1. RXN SMILES: [CH3:21][O-:22].[CH3:26][S:27]([CH3:28])=[O:29].[CH3:30][OH:31].[NH2:1][CH2:2][CH2:3][CH2:4][N:5]([CH2:6][c:7]1[cH:8][cH:9][c:10]([O:13][CH3:14])[cH:11][cH:12]1)[c:15]1[n:16][cH:17][cH:18][cH:19][cH:20]1.[Na+:23].[Na:24].[OH2:25]>>[NH2:1][CH2:2][CH2:3][CH2:4][N:5]([CH2:6][c:7]1[cH:8][cH:9][c:10]([OH:13])[cH:11][cH:12]1)[c:15]1[n:16][cH:17][cH:18][cH:19][cH:20]1. The product is CCCCOP(=O)(N=C(C)SCc1ccc(C(F)(F)F)cc1)OCCCC. Reaction SMILES: [C:1](=[O:2])([O-:3])[O-:4].[C:9]([CH3:10])([S:11][CH2:12][c:13]1[cH:14][cH:15][c:16]([C:19]([F:20])([F:21])[F:22])[cH:17][cH:18]1)=[NH:23].[CH2:37]([Cl:38])[Cl:39].[ClH:8].[K+:5].[K+:6].[OH2:7].[P:24](=[O:25])([O:26][CH2:27][CH2:28][CH2:29][CH3:30])([O:31][CH2:32][CH2:33][CH2:34][CH3:35])[Cl:36]>>[C:9]([CH3:10])([S:11][CH2:12][c:13]1[cH:14][cH:15][c:16]([C:19]([F:20])([F:21])[F:22])[cH:17][cH:18]1)=[N:23][P:24](=[O:25])([O:26][CH2:27][CH2:28][CH2:29][CH3:30])[O:31][CH2:32][CH2:33][CH2:34][CH3:35]. The reactants are O=C([O-])[O-], CC(=N)SCc1ccc(C(F)(F)F)cc1, ClCCl, Cl, [K+], [K+], O, CCCCOP(=O)(Cl)OCCCC.